This data is from the Open Reaction Database (ORD), a public repository of structured organic reaction records. The task is: describe an organic reaction: reactants, conditions, products, and yield As a reaction SMILES: [CH2:1]1[O:21][C:4]([CH3:20])([CH2:5][C:6]2[CH:11]=[CH:10][C:9]([O:12]CC3C=CC=CC=3)=[CH:8][CH:7]=2)[O:3][CH2:2]1.[H][H]>C(O)C.[Pd]>[CH2:2]1[O:3][C:4]([CH3:20])([CH2:5][C:6]2[CH:7]=[CH:8][C:9]([OH:12])=[CH:10][CH:11]=2)[O:21][CH2:1]1. The solvent is C(C)O (ethanol). Reagents/catalysts: [Pd] (Pd/C). Reactants: C1COC(CC2=CC=C(C=C2)OCC2=CC=CC=C2)(C)O1 (1-(4-benzyloxyphenyl) propan-2-one ethylene ketal), [H][H] (hydrogen). The product is C1COC(CC2=CC=C(C=C2)O)(C)O1 (1-(4-Hydroxyphenyl)propan-2-one ethylene ketal). Procedure details: A solution of 1-(4-benzyloxyphenyl) propan-2-one ethylene ketal (6 g) in ethanol (100 ml) was hydrogenated at 45 psi and ambient temperature in the presence of 10% Pd/C until hydrogen uptake had ceased. The solution was filtered and evaporated to give a light coloured oil which crystallised on standing m.p. 61°-64°. The reactants are C=O (formaldehyde), FC(CCCNCCCC(C(C(C(F)(F)F)(F)F)(F)F)(F)F)(C(C(C(F)(F)F)(F)F)(F)F)F (bis(4,4,5,5,6,6,7,7,7-nonafluoroheptyl)amine), Cl (hydrochloric acid). Run in C(=O)O (formic acid). Run at temperature 90 celsius. The product is FC(CCCN(C)CCCC(C(C(C(F)(F)F)(F)F)(F)F)(F)F)(C(C(C(F)(F)F)(F)F)(F)F)F (bis(4,4,5,5,6,6,7,7,7-nonafluoroheptyl)methylamine). Yield: 88.0%. RXN SMILES: [F:1][C:2]([F:33])([C:23]([F:32])([F:31])[C:24]([F:30])([F:29])[C:25]([F:28])([F:27])[F:26])[CH2:3][CH2:4][CH2:5][NH:6][CH2:7][CH2:8][CH2:9][C:10]([F:22])([F:21])[C:11]([F:20])([F:19])[C:12]([F:18])([F:17])[C:13]([F:16])([F:15])[F:14].[CH2:34]=O.Cl>C(O)=O>[F:1][C:2]([F:33])([C:23]([F:31])([F:32])[C:24]([F:29])([F:30])[C:25]([F:26])([F:27])[F:28])[CH2:3][CH2:4][CH2:5][N:6]([CH2:7][CH2:8][CH2:9][C:10]([F:21])([F:22])[C:11]([F:19])([F:20])[C:12]([F:18])([F:17])[C:13]([F:16])([F:15])[F:14])[CH3:34]. Reported procedure: A solution of bis(4,4,5,5,6,6,7,7,7-nonafluoroheptyl)amine (3.0 g) and formic acid (90%, 1.5 g) was cooled in an ice-water bath and 8 ml of formaldehyde (37% weight) was added. The solution was slowly heated to 90° C. and maintained overnight. (Foaming and gas evolution at 60-75° C.) Concentrated hydrochloric acid (1 ml) was added and 7 ml of solution were removed by distillation. The remaining solution was cooled and treated with KOH (aq. 10%) to pH 11. The mixture was extracted with methylene ... The reactants are CC1(OC(C(O1)=O)C(C(=O)O)CCCC)C (2-(2,2-dimethyl-4-oxo-1,3-dioxolan-5-yl)hexanoic acid), N1C(CCC1)C=1C=NC=CC1 (3-pyrrolidin-2-yl-pyridine). The product is O[C@H](C(=O)O)[C@@H](CCCC)C(=O)N1C(CCC1)C=1C=NC=CC1 ((S)-hydroxy-3 (R)-[2-pyridin-3-yl-pyrrolidine-1-carbonyl)-heptanoic acid). As a reaction SMILES: CC1(C)[O:6][C:5](=[O:7])[CH:4]([CH:8]([CH2:12][CH2:13][CH2:14][CH3:15])[C:9]([OH:11])=O)[O:3]1.[NH:17]1[CH2:21][CH2:20][CH2:19][CH:18]1[C:22]1[CH:23]=[N:24][CH:25]=[CH:26][CH:27]=1>>[OH:3][C@@H:4]([C@H:8]([C:9]([N:17]1[CH2:21][CH2:20][CH2:19][CH:18]1[C:22]1[CH:23]=[N:24][CH:25]=[CH:26][CH:27]=1)=[O:11])[CH2:12][CH2:13][CH2:14][CH3:15])[C:5]([OH:6])=[O:7]. Reported procedure: The title compound is prepared from 2-(2,2-dimethyl-4-oxo-1,3-dioxolan-5-yl)hexanoic acid B-5 and commercially available 3-pyrrolidin-2-yl-pyridine A-5 according to General Procedure B. The product is COc1ccc2c(c1)CCN(C1CCN(C(=O)OC(Cc3cc(Cl)c(N)c(C(F)(F)F)c3)C(=O)O)CC1)C(=O)N2. Reaction SMILES: [CH2:47]1[O:48][CH2:49][CH2:50][CH2:51]1.[CH3:3][O:4][c:5]1[cH:6][cH:7][c:8]2[c:9]([cH:44]1)[CH2:10][CH2:11][N:12]([CH:16]1[CH2:17][CH2:18][N:19]([C:22](=[O:23])[O:24][CH:25]([CH2:26][c:27]3[cH:28][c:29]([Cl:38])[c:30]([NH2:37])[c:31]([C:33]([F:34])([F:35])[F:36])[cH:32]3)[C:39](=[O:40])[O:41][CH2:42][CH3:43])[CH2:20][CH2:21]1)[C:13](=[O:15])[NH:14]2.[ClH:45].[Li+:2].[OH-:1].[OH2:46]>>[CH3:3][O:4][c:5]1[cH:6][cH:7][c:8]2[c:9]([cH:44]1)[CH2:10][CH2:11][N:12]([CH:16]1[CH2:17][CH2:18][N:19]([C:22](=[O:23])[O:24][CH:25]([CH2:26][c:27]3[cH:28][c:29]([Cl:38])[c:30]([NH2:37])[c:31]([C:33]([F:34])([F:35])[F:36])[cH:32]3)[C:39](=[O:40])[OH:41])[CH2:20][CH2:21]1)[C:13](=[O:15])[NH:14]2. Starting materials: C1CCOC1, CCOC(=O)C(Cc1cc(Cl)c(N)c(C(F)(F)F)c1)OC(=O)N1CCC(N2CCc3cc(OC)ccc3NC2=O)CC1, Cl, [Li+], [OH-], O. Starting materials: C(C)(C)C1=NC2=C(N1CC1=CC=C(C=C1)C1=C(C=CC=C1)C1=NN=NN1)C(=CC=C2)C(=O)OCC (ethyl 2-isopropyl-1-[[2'-(1H-tetrazol-5-yl)biphenyl-4-yl]methyl]benzimidazole-7-carboxylate). Product: C(C)(C)C1=NC2=C(N1CC1=CC=C(C=C1)C1=C(C=CC=C1)C1=NN=NN1)C(=CC=C2)C(=O)O (2-Isopropyl-1-[[2'-(1H-tetrazol-5-y1)biphenyl-4-yl]methyl]benzimidazole-7-carboxylic acid). Reaction SMILES: [CH:1]([C:4]1[N:8]([CH2:9][C:10]2[CH:15]=[CH:14][C:13]([C:16]3[CH:21]=[CH:20][CH:19]=[CH:18][C:17]=3[C:22]3[NH:26][N:25]=[N:24][N:23]=3)=[CH:12][CH:11]=2)[C:7]2[C:27]([C:31]([O:33]CC)=[O:32])=[CH:28][CH:29]=[CH:30][C:6]=2[N:5]=1)([CH3:3])[CH3:2]>CO.[OH-].[Na+]>[CH:1]([C:4]1[N:8]([CH2:9][C:10]2[CH:11]=[CH:12][C:13]([C:16]3[CH:21]=[CH:20][CH:19]=[CH:18][C:17]=3[C:22]3[NH:26][N:25]=[N:24][N:23]=3)=[CH:14][CH:15]=2)[C:7]2[C:27]([C:31]([OH:33])=[O:32])=[CH:28][CH:29]=[CH:30][C:6]=2[N:5]=1)([CH3:3])[CH3:2] |f:2.3|. Solvent: CO (methanol), [OH-].[Na+] (NaOH). Procedure details: A mixture of ethyl 2-isopropyl-1-[[2'-(1H-tetrazol-5-yl)biphenyl-4-yl]methyl]benzimidazole-7-carboxylate (1.2 g) in methanol (5 ml) and 2N NaOH (5 ml) was heated for 4 hours under reflux. The reaction mixture was concentrated to dryness and then dissolved in water, followed by neutralization with 1N-HCl to give crystals. Recrystallization from DMF-50% EtOH afforded colorless prisms (0.8 g, 71%), m.p. 265°-267° C. (decomp.). The reactants are N#Cc1ccc2oc(C(=O)O)cc2c1, CC(C)(C)OC(=O)COC1CCC(N)CC1. Product: CC(C)(C)OC(=O)COC1CCC(NC(=O)c2cc3cc(C#N)ccc3o2)CC1. Reaction SMILES: [C:1](#[N:2])[c:3]1[cH:4][cH:5][c:6]2[c:7]([cH:8][c:9]([C:11](=[O:12])[OH:13])[o:10]2)[cH:14]1.[NH2:15][CH:16]1[CH2:17][CH2:18][CH:19]([O:22][CH2:23][C:24](=[O:25])[O:26][C:27]([CH3:28])([CH3:29])[CH3:30])[CH2:20][CH2:21]1>>[C:1](#[N:2])[c:3]1[cH:4][cH:5][c:6]2[c:7]([cH:8][c:9]([C:11](=[O:13])[NH:15][CH:16]3[CH2:17][CH2:18][CH:19]([O:22][CH2:23][C:24](=[O:25])[O:26][C:27]([CH3:28])([CH3:29])[CH3:30])[CH2:20][CH2:21]3)[o:10]2)[cH:14]1. The reactants are CCNCCn1cccc1, CC(=O)O, O=Cc1ccccc1. The product is CCN1CCn2cccc2C1c1ccccc1. RXN SMILES: [CH2:9]([CH3:10])[NH:11][CH2:12][CH2:13][n:14]1[cH:15][cH:16][cH:17][cH:18]1.[CH3:19][C:20](=[O:21])[OH:22].[CH:1](=[O:2])[c:3]1[cH:4][cH:5][cH:6][cH:7][cH:8]1>>[CH:1]1([c:3]2[cH:4][cH:5][cH:6][cH:7][cH:8]2)[N:11]([CH2:9][CH3:10])[CH2:12][CH2:13][n:14]2[c:15]1[cH:16][cH:17][cH:18]2. The reactants are N1=CC(=CC=C1)CC#N (3-pyridylacetonitrile), [NH2-].[Na+] (sodium amide), BrCCC1=CC=CC=C1 (2-(bromoethyl)benzene), resultant mixture. The solvent is O1CCCC1 (tetrahydrofuran), O1CCCC1 (tetrahydrofuran), O1CCCC1 (tetrahydrofuran). Run at temperature -35 celsius, time 8 hour. The product is C1(=CC=CC=C1)CCC(C#N)C=1C=NC=CC1 (α-(2-phenylethyl)-3-pyridineacetonitrile). Isolated yield 69.4%. RXN SMILES: [N:1]1[CH:6]=[CH:5][CH:4]=[C:3]([CH2:7][C:8]#[N:9])[CH:2]=1.[NH2-].[Na+].Br[CH2:13][CH2:14][C:15]1[CH:20]=[CH:19][CH:18]=[CH:17][CH:16]=1>O1CCCC1>[C:15]1([CH2:14][CH2:13][CH:7]([C:3]2[CH:2]=[N:1][CH:6]=[CH:5][CH:4]=2)[C:8]#[N:9])[CH:20]=[CH:19][CH:18]=[CH:17][CH:16]=1 |f:1.2|. Reported procedure: A solution of 3-pyridylacetonitrile (23 g) in tetrahydrofuran (75 ml) was added dropwise to a stirred suspension of sodium amide (8 g) in tetrahydrofuran (175 ml) under a nitrogen atmosphere at 0° C. After complete addition of the solution, the resultant mixture was stirred at 0-10° C. for 1 hour, then cooled to -35° C. and a solution of 2-(bromoethyl)benzene (36 g) in tetrahydrofuran (100 ml) was added dropwise over 30 minutes. The resultant new mixture was stirred between -35° C. to ambient te... The solvent is CCOC(=O)C (EtOAc). Conditions: time 16 hour. The reactants are C(C)C1=C(C(=CC=C1)CC)C1=NC(=C(C(=N1)C1=CCN(CC1)CC(=O)N)COC1=C(C=CC(=C1)C(C)C)C)C (2-(4-(2-(2,6-diethylphenyl)-5-((5-isopropyl-2-methylphenoxy)methyl)-6-methylpyrimidin-4-yl)-5,6-dihydropyridin-1(2H)-yl)acetamide). Procedure: To a solution of 2-(4-(2-(2,6-diethylphenyl)-5-((5-isopropyl-2-methylphenoxy)methyl)-6-methylpyrimidin-4-yl)-5,6-dihydropyridin-1(2H)-yl)acetamide (131 mg, 0.25 mmol) in EtOAc (5 mL) is added 5% Pd/C (100 mg). The mixture is hydrogenated at room temperature and atmosphere pressure for 16 h. After filtered though celite, the solution is concentrated and purified by silica gel column chromatography to provide the title product. [mass expected (528.7); mass found (M+1: 529.4)]. The product is C(C)C1=C(C(=CC=C1)CC)C1=NC(=C(C(=N1)C1CCN(CC1)CC(=O)N)COC1=C(C=CC(=C1)C(C)C)C)C (2-(4-(2-(2,6-diethylphenyl)-5-((5-isopropyl-2-methylphenoxy)methyl)-6-methylpyrimidin-4-yl)piperidin-1-yl)acetamide). Reagents/catalysts: [Pd] (Pd/C). Reaction SMILES: [CH2:1]([C:3]1[CH:8]=[CH:7][CH:6]=[C:5]([CH2:9][CH3:10])[C:4]=1[C:11]1[N:16]=[C:15]([C:17]2[CH2:22][CH2:21][N:20]([CH2:23][C:24]([NH2:26])=[O:25])[CH2:19][CH:18]=2)[C:14]([CH2:27][O:28][C:29]2[CH:34]=[C:33]([CH:35]([CH3:37])[CH3:36])[CH:32]=[CH:31][C:30]=2[CH3:38])=[C:13]([CH3:39])[N:12]=1)[CH3:2]>CCOC(C)=O.[Pd]>[CH2:1]([C:3]1[CH:8]=[CH:7][CH:6]=[C:5]([CH2:9][CH3:10])[C:4]=1[C:11]1[N:16]=[C:15]([CH:17]2[CH2:22][CH2:21][N:20]([CH2:23][C:24]([NH2:26])=[O:25])[CH2:19][CH2:18]2)[C:14]([CH2:27][O:28][C:29]2[CH:34]=[C:33]([CH:35]([CH3:37])[CH3:36])[CH:32]=[CH:31][C:30]=2[CH3:38])=[C:13]([CH3:39])[N:12]=1)[CH3:2].